From a dataset of the Open Reaction Database (ORD), a public repository of structured organic reaction records. describe an organic reaction: reactants, conditions, products, and yield Reactants: NC1[C@@H]2N(C(=C(CS2)CSC=2SC=NN2)C(=O)O)C1=O (7-Amino-3-(1,3,4-thiadiazol-2-yl)thiomethyl-3-cephem-4-carboxylic acid), C(=O)NC=1SC=C(N1)C(C(=O)O)=NOCCCl (2-(2-formamidothiazol-4-yl)-2-(2-chloroethoxyimino)acetic acid). Product: C(=O)NC=1SC=C(N1)C(C(=O)NC1[C@@H]2N(C(=C(CS2)CSC=2SC=NN2)C(=O)O)C1=O)=NOCCCl (7-[2-(2-formamidothiazol-4-yl)-2-(2-chloroethoxyimino)acetamido]-3-(1,3,4-thiadiazol-2-yl)thiomethyl-3-cephem-4-carboxylic acid). Yield: 73.3%. Reaction SMILES: [NH2:1][CH:2]1[C:19](=[O:20])[N:4]2[C:5]([C:16]([OH:18])=[O:17])=[C:6]([CH2:9][S:10][C:11]3[S:12][CH:13]=[N:14][N:15]=3)[CH2:7][S:8][C@H:3]12.[CH:21]([NH:23][C:24]1[S:25][CH:26]=[C:27]([C:29](=[N:33][O:34][CH2:35][CH2:36][Cl:37])[C:30](O)=[O:31])[N:28]=1)=[O:22]>>[CH:21]([NH:23][C:24]1[S:25][CH:26]=[C:27]([C:29](=[N:33][O:34][CH2:35][CH2:36][Cl:37])[C:30]([NH:1][CH:2]2[C:19](=[O:20])[N:4]3[C:5]([C:16]([OH:18])=[O:17])=[C:6]([CH2:9][S:10][C:11]4[S:12][CH:13]=[N:14][N:15]=4)[CH2:7][S:8][C@H:3]23)=[O:31])[N:28]=1)=[O:22]. Procedure: 7-Amino-3-(1,3,4-thiadiazol-2-yl)thiomethyl-3-cephem-4-carboxylic acid (1.8 g.) and 2-(2-formamidothiazol-4-yl)-2-(2-chloroethoxyimino)acetic acid (syn isomer, 1.4 g.) were treated in a similar manner to that of Example 24-(1) to give 7-[2-(2-formamidothiazol-4-yl)-2-(2-chloroethoxyimino)acetamido]-3-(1,3,4-thiadiazol-2-yl)thiomethyl-3-cephem-4-carboxylic acid (syn isomer, 2.18 g.). The reactants are CCOC(C)=O, COC(=O)c1cc(OCCCCl)c(OC)cc1[N+](=O)[O-]. Yields the product COC(=O)c1cc(OCCCCl)c(OC)cc1N. As a reaction SMILES: [CH3:21][CH2:22][O:23][C:24]([CH3:25])=[O:26].[Cl:1][CH2:2][CH2:3][CH2:4][O:5][c:6]1[c:7]([O:19][CH3:20])[cH:8][c:9]([N+:16]([O-:17])=[O:18])[c:10]([C:11](=[O:12])[O:13][CH3:14])[cH:15]1>>[Cl:1][CH2:2][CH2:3][CH2:4][O:5][c:6]1[c:7]([O:19][CH3:20])[cH:8][c:9]([NH2:16])[c:10]([C:11](=[O:12])[O:13][CH3:14])[cH:15]1. The reactants are C(C1=CC=CC=C1)(C1=CC=CC=C1)O (benzhydrol), C(C=C)(=O)O (acrylic acid). The solvent is C(Cl)Cl (methylene chloride). Yields the product C1(=CC=CC=C1)CC1=CC=CC=C1 (Diphenylmethane). As a reaction SMILES: [CH:1](O)([C:8]1[CH:13]=[CH:12][CH:11]=[CH:10][CH:9]=1)[C:2]1[CH:7]=[CH:6][CH:5]=[CH:4][CH:3]=1.C(O)(=O)C=C>C(Cl)Cl>[C:2]1([CH2:1][C:8]2[CH:9]=[CH:10][CH:11]=[CH:12][CH:13]=2)[CH:7]=[CH:6][CH:5]=[CH:4][CH:3]=1. Procedure: To a solution of benzhydrol (184 mg, 1 mmol) in methylene chloride (1 mL) is added 0.2 g 90 weight percent HF/10 weight percent acrylic acid polymer, 100,000 m. wt., and the solution stirred until complete by TLC. The liquid is decanted and the gel washed with 2×1 mL methylene chloride. The organic layers are combined and washed with 1 mL water, 1 mL NaHCO3, dried through MgSO4 and evaporated. Diphenylmethane is afforded.